From a dataset of the Open Reaction Database (ORD), a public repository of structured organic reaction records. describe an organic reaction: reactants, conditions, products, and yield The reactants are C(C)C1=C(C(=O)O)C(=CC=C1)C (2-ethyl-6-methylbenzoic acid), C(C(=O)Cl)(=O)Cl (oxalyl chloride). Reagents/catalysts: CN(C)C=O (DMF). Run in ClCCl (dichloromethane). Reaction conditions: time 15 hour. Yields the product C(C)C1=C(C(=O)Cl)C(=CC=C1)C (2-ethyl-6-methylbenzoyl chloride). RXN SMILES: [CH2:1]([C:3]1[CH:11]=[CH:10][CH:9]=[C:8]([CH3:12])[C:4]=1[C:5](O)=[O:6])[CH3:2].C(Cl)(=O)C([Cl:16])=O>ClCCl.CN(C=O)C>[CH2:1]([C:3]1[CH:11]=[CH:10][CH:9]=[C:8]([CH3:12])[C:4]=1[C:5]([Cl:16])=[O:6])[CH3:2]. Procedure details: A solution of 2-ethyl-6-methylbenzoic acid (49 mg, 0.30 mmol) in dichloromethane (3 mL) containing DMF (1 drop) was treated with oxalyl chloride (0.14 mL, 1.6 mmol) and the mixture was stirred for 15 h. The mixture was concentrated, azeotroping with toluene to remove traces of oxalyl chloride and the residue was used directly in the next step. The reactants are COc1ccc(C2(C)CSc3cc(OC)ccc3C2CCCCCCC#N)cc1, CCO, Cl, [Na+], [OH-], O. The product is COc1ccc(C2(C)CSc3cc(OC)ccc3C2CCCCCCC(=O)O)cc1. RXN SMILES: [CH3:1][O:2][c:3]1[cH:4][cH:5][c:6]2[c:11]([cH:12]1)[S:10][CH2:9][C:8]([CH3:13])([c:14]1[cH:15][cH:16][c:17]([O:20][CH3:21])[cH:18][cH:19]1)[CH:7]2[CH2:22][CH2:23][CH2:24][CH2:25][CH2:26][CH2:27][C:28]#[N:29].[CH3:34][CH2:35][OH:36].[ClH:32].[Na+:31].[OH-:30].[OH2:33]>>[CH3:1][O:2][c:3]1[cH:4][cH:5][c:6]2[c:11]([cH:12]1)[S:10][CH2:9][C:8]([CH3:13])([c:14]1[cH:15][cH:16][c:17]([O:20][CH3:21])[cH:18][cH:19]1)[CH:7]2[CH2:22][CH2:23][CH2:24][CH2:25][CH2:26][CH2:27][C:28](=[O:30])[OH:33]. Starting materials: Cc1oc2cc(Oc3ccnc4ccsc34)ccc2c1C(=O)O, ClC(Cl)Cl, CN(C)C=O, O=S(Cl)Cl. Yields the product Cc1oc2cc(Oc3ccnc4ccsc34)ccc2c1C(=O)Cl. RXN SMILES: [CH3:1][c:2]1[o:3][c:4]2[c:5]([c:6]1[C:7](=[O:8])[OH:9])[cH:10][cH:11][c:12]([O:14][c:15]1[c:16]3[c:17]([n:18][cH:19][cH:20]1)[cH:21][cH:22][s:23]3)[cH:13]2.[Cl:33][CH:34]([Cl:35])[Cl:36].[O:28]=[CH:29][N:30]([CH3:31])[CH3:32].[S:24]([Cl:25])([Cl:26])=[O:27]>>[CH3:1][c:2]1[o:3][c:4]2[c:5]([c:6]1[C:7](=[O:8])[Cl:26])[cH:10][cH:11][c:12]([O:14][c:15]1[c:16]3[c:17]([n:18][cH:19][cH:20]1)[cH:21][cH:22][s:23]3)[cH:13]2. Starting materials: FC1=C(C(=O)NC2=NN(C=C2)CC2=C(C=CC(=C2)O)C(F)(F)F)C(=CC=C1)F (2,6-difluoro-N-(1-{[5-hydroxy-2-(trifluoromethyl)phenyl]methyl}-1H-pyrazol-3-yl)benzamide), BrCC1CC1 ((bromomethyl)cyclopropane), Intermediate 42, CC(C)([O-])C.[K+] (potassium t-butoxide). Run in CS(=O)C (DMSO), CO (methanol). Conditions: time 5 minute. Yields the product C1(CC1)COC=1C=CC(=C(C1)CN1N=C(C=C1)NC(C1=C(C=CC=C1F)F)=O)C(F)(F)F (N-(1-{[5-[(cyclopropylmethyl)oxy]-2-(trifluoromethyl)phenyl]methyl}-1H-pyrazol-3-yl)-2,6-difluorobenzamide). RXN SMILES: [F:1][C:2]1[CH:27]=[CH:26][CH:25]=[C:24]([F:28])[C:3]=1[C:4]([NH:6][C:7]1[CH:11]=[CH:10][N:9]([CH2:12][C:13]2[CH:18]=[C:17]([OH:19])[CH:16]=[CH:15][C:14]=2[C:20]([F:23])([F:22])[F:21])[N:8]=1)=[O:5].CC(C)([O-])C.[K+].Br[CH2:36][CH:37]1[CH2:39][CH2:38]1>CS(C)=O.CO>[CH:37]1([CH2:36][O:19][C:17]2[CH:16]=[CH:15][C:14]([C:20]([F:23])([F:21])[F:22])=[C:13]([CH2:12][N:9]3[CH:10]=[CH:11][C:7]([NH:6][C:4](=[O:5])[C:3]4[C:2]([F:1])=[CH:27][CH:26]=[CH:25][C:24]=4[F:28])=[N:8]3)[CH:18]=2)[CH2:39][CH2:38]1 |f:1.2|. Procedure: To a solution of 2,6-difluoro-N-(1-{[5-hydroxy-2-(trifluoromethyl)phenyl]methyl}-1H-pyrazol-3-yl)benzamide (for a preparation see Intermediate 42)(75 mg, 0.189 mmol) in DMSO (1 ml) was added potassium t-butoxide (23 mg, 0.205 mmol, Aldrich). The solution was stirred at ambient temperature for 5 min. To the solution was added (bromomethyl)cyclopropane (0.023 ml, 0.245 mmol, Alfa Aesar) and the mixture stirred overnight at ambient temperature under nitrogen. The solution was diluted with methanol ... The reactants are O=[N+]([O-])[O-].[O-][N+]([O-])=O.[O-][N+]([O-])=O.[O-][N+]([O-])=O.[O-][N+]([O-])=O.[O-][N+]([O-])=O.[Ce+4].[NH4+].[NH4+] (CAN), COC1=C2CC(CC2=C(C(=C1OC)OC)OC)CCCCCCCCN1C(C=2C(C1=O)=CC=CC2)=O (N-[8-(4,5,6,7-tetramethoxyindan-2-yl)octyl]phthalimide), N1=C(C=CC=C1C(=O)O)C(=O)O (2,6-pyridinedicarboxylic acid), O=[N+]([O-])[O-].[O-][N+]([O-])=O.[O-][N+]([O-])=O.[O-][N+]([O-])=O.[O-][N+]([O-])=O.[O-][N+]([O-])=O.[Ce+4].[NH4+].[NH4+] (CAN). The solvent is C(C)(=O)OCC (ethyl acetate), O (water), O (water), C(C)#N (acetonitrile), C(C)#N (acetonitrile), O (water). Run at time 15 minute. The product is COC=1C(C=2CC(CC2C(C1OC)=O)CCCCCCCCN1C(C=2C(C1=O)=CC=CC2)=O)=O (N-[8-(5,6-Dimethoxy-4,7-dioxoindan-2-yl)octyl]phthalimide). Yield: 76.1%. As a reaction SMILES: C[O:2][C:3]1[C:11]([O:12][CH3:13])=[C:10]([O:14][CH3:15])[C:9]([O:16]C)=[C:8]2[C:4]=1[CH2:5][CH:6]([CH2:18][CH2:19][CH2:20][CH2:21][CH2:22][CH2:23][CH2:24][CH2:25][N:26]1[C:30](=[O:31])[C:29]3=[CH:32][CH:33]=[CH:34][CH:35]=[C:28]3[C:27]1=[O:36])[CH2:7]2.N1C(C(O)=O)=CC=CC=1C(O)=O.O=[N+]([O-])[O-].[O-][N+](=O)[O-].[O-][N+](=O)[O-].[O-][N+](=O)[O-].[O-][N+](=O)[O-].[O-][N+](=O)[O-].[Ce+4].[NH4+].[NH4+]>C(#N)C.O.C(OCC)(=O)C>[CH3:15][O:14][C:10]1[C:9](=[O:16])[C:8]2[CH2:7][CH:6]([CH2:18][CH2:19][CH2:20][CH2:21][CH2:22][CH2:23][CH2:24][CH2:25][N:26]3[C:30](=[O:31])[C:29]4=[CH:32][CH:33]=[CH:34][CH:35]=[C:28]4[C:27]3=[O:36])[CH2:5][C:4]=2[C:3](=[O:2])[C:11]=1[O:12][CH3:13] |f:2.3.4.5.6.7.8.9.10|. Reported procedure: To a mixture of N-[8-(4,5,6,7-tetramethoxyindan-2-yl)octyl]phthalimide (470 mg), 2,6-pyridinedicarboxylic acid (475 mg), acetonitrile (10 ml), and water (5 ml) was dropwise added a solution of CAN (1.56 g) in acetonitrile (1.5 ml) and water (1.5 ml) with cooling with ice. After the reaction mixture was stirred for 15 min, a solution of CAN (520 mg) in water (2.0 ml) was dropwise added with cooling with ice and stirring was continued for additional 15 min. The reaction mixture was diluted with et... The reactants are Cl.[N+](=O)([O-])C1=CC=C2CCC(C2=C1)N (6-nitro-1-aminoindane hydrochloride). The reagents and catalysts are [Pd] (Pd/C). Solvent: CO (MeOH). Reaction conditions: time 1 hour. Yields the product Cl.NC1=CC=C2CCC(C2=C1)N (6-amino-1-aminoindane hydrochloride). Reaction SMILES: [ClH:1].[N+:2]([C:5]1[CH:13]=[C:12]2[C:8]([CH2:9][CH2:10][CH:11]2[NH2:14])=[CH:7][CH:6]=1)([O-])=O>CO.[Pd]>[ClH:1].[NH2:2][C:5]1[CH:13]=[C:12]2[C:8]([CH2:9][CH2:10][CH:11]2[NH2:14])=[CH:7][CH:6]=1 |f:0.1,4.5|. Reported procedure: To a solution of 6-nitro-1-aminoindane hydrochloride (1.00 g, 4.66 mmol) in MeOH (100 ml) was added a catalytic amount of 10% Pd/C. The mixture was hydrogenated at 50 psi for 1 hr, filtered through celite, and concentrated to give 6-amino-1-aminoindane hydrochloride which was homogeneous by TLC and used immediately in the next step.